From a dataset of the Open Reaction Database (ORD), a public repository of structured organic reaction records. describe an organic reaction: reactants, conditions, products, and yield Yields the product C(C)(C)C=1C=C(C=C(C1)C(F)(F)F)C=1N=C(OC1)CCC(=O)OC (methyl 3-(4-(3-isopropyl-5-(trifluoromethyl)phenyl)oxazol-2-yl)propanoate). The reagents and catalysts are [Pd] (Pd/C). Isolated yield 95.0%. Reaction conditions: time 4 hour. Reported procedure: To a nitrogen sparged solution of methyl 3-(4-(3-(prop-1-en-2-yl)-5-(trifluoromethyl)phenyl)oxazol-2-yl)propanoate (Reference Example 49, 0.200 g, 0.589 mmol) in ethanol (50.0 mL) was added 10% Pd/C (0.025 g) in a Parr bottle, and the mixture was vigorously shaken under an atmosphere of hydrogen (40 psi) at room temperature for 4 h. After this time, the reaction mixture was filtered through a pad of Celite, the filter cake was washed with ethanol and the filtrate was concentrated under reduced p... Reaction SMILES: [CH2:1]=[C:2]([C:4]1[CH:5]=[C:6]([C:14]2[N:15]=[C:16]([CH2:19][CH2:20][C:21]([O:23][CH3:24])=[O:22])[O:17][CH:18]=2)[CH:7]=[C:8]([C:10]([F:13])([F:12])[F:11])[CH:9]=1)[CH3:3]>C(O)C.[Pd]>[CH:2]([C:4]1[CH:5]=[C:6]([C:14]2[N:15]=[C:16]([CH2:19][CH2:20][C:21]([O:23][CH3:24])=[O:22])[O:17][CH:18]=2)[CH:7]=[C:8]([C:10]([F:12])([F:11])[F:13])[CH:9]=1)([CH3:3])[CH3:1]. Starting materials: C=C(C)C=1C=C(C=C(C1)C(F)(F)F)C=1N=C(OC1)CCC(=O)OC (methyl 3-(4-(3-(prop-1-en-2-yl)-5-(trifluoromethyl)phenyl)oxazol-2-yl)propanoate). Run in C(C)O (ethanol). Starting materials: O1CCOC2=C1C=CC(=C2)C=2C=C(C(=O)O)C=C(C2)OCCCCCCC2=C(C(=CC=C2)OCCCC(=O)OCC)CCC(=O)OCC (3-(2,3-dihydro-benzo[1,4]dioxin-6-yl)-5-{6-[2-(2-ethoxycarbonyl-ethyl)-3-(3-ethoxycarbonyl-propoxy)-phenyl]-hexyloxy}-benzoic acid), CNC (dimethylamine). Product: C(=O)(O)CCC1=C(OCCCC(=O)O)C=CC=C1CCCCCCOC1=CC(=CC(=C1)C(N(C)C)=O)C1=CC2=C(OCCO2)C=C1 (4-(2-(2-Carboxy-ethyl)-3-{6-[3-(2,3-dihydro-benzo[1,4]dioxin-6-yl)-5-dimethylcarbamoyl-phenoxy]-hexyl}-phenoxy)-butyric acid). As a reaction SMILES: [O:1]1[C:6]2[CH:7]=[CH:8][C:9]([C:11]3[CH:12]=[C:13]([CH:17]=[C:18]([O:20][CH2:21][CH2:22][CH2:23][CH2:24][CH2:25][CH2:26][C:27]4[CH:32]=[CH:31][CH:30]=[C:29]([O:33][CH2:34][CH2:35][CH2:36][C:37]([O:39]CC)=[O:38])[C:28]=4[CH2:42][CH2:43][C:44]([O:46]CC)=[O:45])[CH:19]=3)[C:14](O)=[O:15])=[CH:10][C:5]=2[O:4][CH2:3][CH2:2]1.[CH3:49][NH:50][CH3:51]>>[C:44]([CH2:43][CH2:42][C:28]1[C:27]([CH2:26][CH2:25][CH2:24][CH2:23][CH2:22][CH2:21][O:20][C:18]2[CH:17]=[C:13]([C:14](=[O:15])[N:50]([CH3:51])[CH3:49])[CH:12]=[C:11]([C:9]3[CH:8]=[CH:7][C:6]4[O:1][CH2:2][CH2:3][O:4][C:5]=4[CH:10]=3)[CH:19]=2)=[CH:32][CH:31]=[CH:30][C:29]=1[O:33][CH2:34][CH2:35][CH2:36][C:37]([OH:39])=[O:38])([OH:46])=[O:45]. Procedure: The title compound was prepared according to the general procedure described in Example 74 starting from 3-(2,3-dihydro-benzo[1,4]dioxin-6-yl)-5-{6-[2-(2-ethoxycarbonyl-ethyl)-3-(3-ethoxycarbonyl-propoxy)-phenyl]-hexyloxy}-benzoic acid and dimethylamine. Reactants: C1(CCCCC1)C=1C=2C=CC(=CC2N2C1C1=C(C(=C(C2)C(=O)OC)C)C=C(C=C1)F)C(=O)OC(C)(C)C (10-tert-butyl 6-methyl 13-cyclohexyl-3-fluoro-5-methyl-7H-indolo[2,1-a][2]benzazepine-6,10-dicarboxylate), C(C)(=O)C1=C(C=CC(=C1)OC)C=1NC2=CC(=CC=C2C1C1CCCCC1)C(=O)OC(C)(C)C (tert-butyl 2-(2-acetyl-4-methoxyphenyl)-3-cyclohexyl-1H-indole-6-carboxylate). Yields the product title product, C1(CCCCC1)C=1C=2C=CC(=CC2N2C1C1=C(C(=C(C2)C(=O)OC)C)C=C(C=C1)OC)C(=O)OC(C)(C)C (10-tert-butyl 6-methyl 13-cyclohexyl-3-methoxy-5-methyl-7H-indolo[2,1-a][2]benzazepine-6,10-dicarboxylate). Reaction SMILES: [CH:1]1([C:7]2[C:8]3[CH:9]=[CH:10][C:11]([C:31]([O:33][C:34]([CH3:37])([CH3:36])[CH3:35])=[O:32])=[CH:12][C:13]=3[N:14]3[CH2:20][C:19]([C:21]([O:23][CH3:24])=[O:22])=[C:18]([CH3:25])[C:17]4[CH:26]=[C:27](F)[CH:28]=[CH:29][C:16]=4[C:15]=23)[CH2:6][CH2:5][CH2:4][CH2:3][CH2:2]1.[C:38](C1C=C(OC)C=CC=1C1NC2C(C=1C1CCCCC1)=CC=C(C(OC(C)(C)C)=O)C=2)(=[O:40])C>>[CH:1]1([C:7]2[C:8]3[CH:9]=[CH:10][C:11]([C:31]([O:33][C:34]([CH3:37])([CH3:36])[CH3:35])=[O:32])=[CH:12][C:13]=3[N:14]3[CH2:20][C:19]([C:21]([O:23][CH3:24])=[O:22])=[C:18]([CH3:25])[C:17]4[CH:26]=[C:27]([O:40][CH3:38])[CH:28]=[CH:29][C:16]=4[C:15]=23)[CH2:6][CH2:5][CH2:4][CH2:3][CH2:2]1. Procedure details: The title product 10-tert-butyl 6-methyl 13-cyclohexyl-3-methoxy-5-methyl-7H-indolo[2,1-a][2]benzazepine-6,10-dicarboxylate 16a was synthesized by following a similar procedure to that used for the synthesis of 10-tert-butyl 6-methyl 13-cyclohexyl-3-fluoro-5-methyl-7H-indolo[2,1-a][2]benzazepine-6,10-dicarboxylate 20a, using tert-butyl 2-(2-acetyl-4-methoxyphenyl)-3-cyclohexyl-1H-indole-6-carboxylate 37d instead of tert-butyl 2-(2-acetyl-4-fluorophenyl)-3-cyclohexyl-1H-indole-6-carboxylate 33c. Starting materials: CN(C)c1cccc2c(S(=O)(=O)Cl)cccc12, NCCCCn1cnc2c(N)nc3ccccc3c21, c1ccncc1. Product: CN(C)c1cccc2c(S(=O)(=O)NCCCCn3cnc4c(N)nc5ccccc5c43)cccc12. Reaction SMILES: [CH3:20][N:21]([c:22]1[c:23]2[cH:24][cH:25][cH:26][c:27]([S:32](=[O:33])(=[O:34])[Cl:35])[c:28]2[cH:29][cH:30][cH:31]1)[CH3:36].[NH2:1][CH2:2][CH2:3][CH2:4][CH2:5][n:6]1[cH:7][n:8][c:9]2[c:10]([NH2:19])[n:11][c:12]3[cH:13][cH:14][cH:15][cH:16][c:17]3[c:18]12.[cH:37]1[cH:38][cH:39][n:40][cH:41][cH:42]1>>[NH:1]([CH2:2][CH2:3][CH2:4][CH2:5][n:6]1[cH:7][n:8][c:9]2[c:10]([NH2:19])[n:11][c:12]3[cH:13][cH:14][cH:15][cH:16][c:17]3[c:18]12)[S:32]([c:27]1[cH:26][cH:25][cH:24][c:23]2[c:22]([N:21]([CH3:20])[CH3:36])[cH:31][cH:30][cH:29][c:28]21)(=[O:33])=[O:34]. Starting materials: CC(C)C[Al+]CC(C)C, Cc1ccccc1, CCOC(C)=O, [H-], C1CCOC1, O, COC(=O)C=Cc1cncs1. Product: OCC=Cc1cncs1. RXN SMILES: [CH2:20]([Al+:21][CH2:22][CH:23]([CH3:24])[CH3:25])[CH:26]([CH3:27])[CH3:28].[CH3:12][c:13]1[cH:14][cH:15][cH:16][cH:17][cH:18]1.[CH3:35][CH2:36][O:37][C:38](=[O:39])[CH3:40].[H-:19].[O:30]1[CH2:31][CH2:32][CH2:33][CH2:34]1.[OH2:29].[s:1]1[cH:2][n:3][cH:4][c:5]1[CH:6]=[CH:7][C:8](=[O:9])[O:10][CH3:11]>>[s:1]1[cH:2][n:3][cH:4][c:5]1[CH:6]=[CH:7][CH2:8][OH:9].